Dataset: the Open Reaction Database (ORD), a public repository of structured organic reaction records. Task: describe an organic reaction: reactants, conditions, products, and yield The reactants are F[B-](F)(F)F, CC(C)(C)c1ccc(CNCCc2ccc(F)c(Cl)c2)cc1, CCN(C(C)C)C(C)C, O=C(O)c1c(F)c(Cl)cc2cc[nH]c12, CN(C)C=O, O, CN(C)C(On1nnc2ccccc21)=[N+](C)C. The product is CC(C)(C)c1ccc(CN(CCc2ccc(F)c(Cl)c2)C(=O)c2c(F)c(Cl)cc3cc[nH]c23)cc1. RXN SMILES: [B-:15]([F:16])([F:17])([F:18])[F:19].[C:46]([CH3:47])([CH3:48])([CH3:49])[c:50]1[cH:51][cH:52][c:53]([CH2:54][NH:55][CH2:56][CH2:57][c:58]2[cH:59][c:60]([Cl:65])[c:61]([F:64])[cH:62][cH:63]2)[cH:66][cH:67]1.[CH:37]([N:38]([CH2:39][CH3:40])[CH:41]([CH3:42])[CH3:43])([CH3:44])[CH3:45].[Cl:1][c:2]1[cH:3][c:4]2[cH:5][cH:6][nH:7][c:8]2[c:9]([C:12](=[O:13])[OH:14])[c:10]1[F:11].[O:68]=[CH:69][N:70]([CH3:71])[CH3:72].[OH2:73].[n:20]1([O:21][C:22]([N:23]([CH3:24])[CH3:25])=[N+:26]([CH3:27])[CH3:28])[c:29]2[cH:30][cH:31][cH:32][cH:33][c:34]2[n:35][n:36]1>>[Cl:1][c:2]1[cH:3][c:4]2[cH:5][cH:6][nH:7][c:8]2[c:9]([C:12](=[O:14])[N:55]([CH2:54][c:53]2[cH:52][cH:51][c:50]([C:46]([CH3:47])([CH3:48])[CH3:49])[cH:67][cH:66]2)[CH2:56][CH2:57][c:58]2[cH:59][c:60]([Cl:65])[c:61]([F:64])[cH:62][cH:63]2)[c:10]1[F:11]. Reactants: CC(C)c1ccc(S(=O)(=O)Nc2ccc(CC#N)nc2)cc1, CCO. The product is CC(C)c1ccc(S(=O)(=O)Nc2ccc(CCN)nc2)cc1. Reaction SMILES: [C:1](#[N:2])[CH2:3][c:4]1[cH:5][cH:6][c:7]([NH:10][S:11](=[O:12])(=[O:13])[c:14]2[cH:15][cH:16][c:17]([CH:20]([CH3:21])[CH3:22])[cH:18][cH:19]2)[cH:8][n:9]1.[CH3:23][CH2:24][OH:25]>>[CH2:1]([NH2:2])[CH2:3][c:4]1[cH:5][cH:6][c:7]([NH:10][S:11](=[O:12])(=[O:13])[c:14]2[cH:15][cH:16][c:17]([CH:20]([CH3:21])[CH3:22])[cH:18][cH:19]2)[cH:8][n:9]1. Starting materials: solution, C(C)(CC)[Li] (s-butyllithium), BrC=1C=C(OC=2C=NC=CC2)C=C(C1)Br (3-(3,5-dibromophenoxy)pyridine), CN(C=O)C (N,N-dimethylformamide), C(C)(=O)O (acetic acid). The solvent is CCCCCC (hexane), CCOCC (ether). Reaction conditions: time 15 minute. The product is BrC=1C=C(C=O)C=C(C1)OC=1C=NC=CC1 (3-Bromo-5-(3-pyridyloxy)benzaldehyde). Yield: 64.7%. RXN SMILES: C([Li])(CC)C.Br[C:7]1[CH:8]=[C:9]([CH:17]=[C:18]([Br:20])[CH:19]=1)[O:10][C:11]1[CH:12]=[N:13][CH:14]=[CH:15][CH:16]=1.CN(C)[CH:23]=[O:24].C(O)(=O)C>CCCCCC.CCOCC>[Br:20][C:18]1[CH:19]=[C:7]([CH:8]=[C:9]([O:10][C:11]2[CH:12]=[N:13][CH:14]=[CH:15][CH:16]=2)[CH:17]=1)[CH:23]=[O:24]. Procedure: A 1.3M solution of s-butyllithium in hexane (9.2 ml) was added dropwise to a stirred solution of 3-(3,5-dibromophenoxy)pyridine (Preparation 6; 3.29 g) in dry ether (100 ml) at -78° C., and the resulting mixture was stirred at this temperature for 15 minutes. N,N-dimethylformamide (2.2 g) was then added dropwise and this mixture stirred at the same temperature for 1 hour. Glacial acetic acid (1.6 ml) was next added and the reaction solution was allowed to warm to room temperature, washed sequent... Reactants: CC(C=O)=CCC1C(C(=CC1)C)(C)C (2-methyl-4-(2,2,3-trimethylcyclopent-3-en-1-yl)but-2-enal), [H][H] (hydrogen). Reagents/catalysts: [Pd] (palladium on carbon). The solvent is C(C)O (ethanol). The product is CC(C=O)CCC1C(C(=CC1)C)(C)C (2-methyl-4-(2,2,3-trimethylcyclopent-3-en-1-yl)butanal). As a reaction SMILES: [CH3:1][C:2](=[CH:5][CH2:6][CH:7]1[CH2:11][CH:10]=[C:9]([CH3:12])[C:8]1([CH3:14])[CH3:13])[CH:3]=[O:4].[H][H]>[Pd].C(O)C>[CH3:1][CH:2]([CH2:5][CH2:6][CH:7]1[CH2:11][CH:10]=[C:9]([CH3:12])[C:8]1([CH3:13])[CH3:14])[CH:3]=[O:4]. Reported procedure: A mixture of 111 g (0.58 mole) of 2-methyl-4-(2,2,3-trimethylcyclopent-3-en-1-yl)but-2-enal, 2.7 g of 5% palladium on carbon and 80 ml of ethanol was hydrogenated at 30°-40° C and 40-55 psi until hydrogen uptake ceases. The mixture was filtered to remove the catalyst and the solvent removed by distillation. The residual oil was fractionally distilled to yield 2-methyl-4-(2,2,3-trimethylcyclopent-3-en-1-yl)butanal. Yield 110.7 g (98.4% theory); bp 60°-61° (1.4 mm); mol wt. 194 (ms); ir, 3040, 270... Starting materials: CN(C)C(=[N+](C)C)ON1C2=C(C=CC=C2)N=N1.[B-](F)(F)(F)F (TBTU), ClC1=CC(=C(C(=O)NC=2C=C(C(=O)O)C=CC2)C=C1)OC (3-{(4-chloro-2-methoxybenzoyl)amino}benzoic acid), Cl.CNOC (N,O-dimethylhydroxylamine hydrochloride), CCN(C(C)C)C(C)C (i-Pr2NEt). Run in CCOC(=O)C (EtOAc), CN(C)C=O (DMF). Conditions: time 2.5 hour. The product is CON(C(C1=CC=CC=C1)=O)C (N-methoxy-N-methylbenzamide), formula 6. Yield: 84.0%. RXN SMILES: CN([C:4]([O:8]N1N=NC2C=CC=CC1=2)=[N+](C)C)C.[B-](F)(F)(F)F.Cl[C:24]1[CH:41]=[CH:40][C:27]([C:28]([NH:30][C:31]2C=C(C=CC=2)C(O)=O)=[O:29])=[C:26](OC)[CH:25]=1.Cl.CNOC.CCN(C(C)C)C(C)C>CN(C=O)C.CCOC(C)=O>[CH3:4][O:8][N:30]([CH3:31])[C:28](=[O:29])[C:27]1[CH:26]=[CH:25][CH:24]=[CH:41][CH:40]=1 |f:0.1,3.4|. Reported procedure: TBTU (4.73 g, 14.7 mmol) was added to a solution of 3-{(4-chloro-2-methoxybenzoyl)amino}benzoic acid (4.50 g, 14.7 mmol), N,O-dimethylhydroxylamine hydrochloride (1.72 g, 17.7 mmol) and i-Pr2NEt (7.60 g, 58.9 mmol) in DMF (29 mL) at 25°. The reaction mixture was stirred at 25° for 2.5 h. The mixture was diluted with EtOAc (200 mL). The resulting solution was successively washed with aqueous 1 N HCl (2×75 mL), water (2×75 mL), aqueous saturated NaHCO3 (2×75 mL) and brine (75 mL), then dried (MgSO...